This data is from the Open Reaction Database (ORD), a public repository of structured organic reaction records. The task is: describe an organic reaction: reactants, conditions, products, and yield Reactants: CCO, CCOC(=O)c1cc2cc(OCCOC)cc(N(CC3CC3)S(=O)(=O)c3ccccn3)c2[nH]1, [Na+], C1CCOC1, [OH-]. Product: COCCOc1cc(N(CC2CC2)S(=O)(=O)c2ccccn2)c2[nH]c(C(=O)O)cc2c1. RXN SMILES: [CH3:34][CH2:35][OH:36].[CH:1]1([CH2:4][N:5]([c:6]2[cH:7][c:8]([O:20][CH2:21][CH2:22][O:23][CH3:24])[cH:9][c:10]3[cH:11][c:12]([C:15](=[O:16])[O:17][CH2:18][CH3:19])[nH:13][c:14]23)[S:25](=[O:26])(=[O:27])[c:28]2[n:29][cH:30][cH:31][cH:32][cH:33]2)[CH2:2][CH2:3]1.[Na+:38].[O:39]1[CH2:40][CH2:41][CH2:42][CH2:43]1.[OH-:37]>>[CH:1]1([CH2:4][N:5]([c:6]2[cH:7][c:8]([O:20][CH2:21][CH2:22][O:23][CH3:24])[cH:9][c:10]3[cH:11][c:12]([C:15](=[O:16])[OH:17])[nH:13][c:14]23)[S:25](=[O:26])(=[O:27])[c:28]2[n:29][cH:30][cH:31][cH:32][cH:33]2)[CH2:2][CH2:3]1.